Dataset: the Open Reaction Database (ORD), a public repository of structured organic reaction records. Task: describe an organic reaction: reactants, conditions, products, and yield The reactants are OO (hydrogen peroxide), ClCCSCC1=CC=CC=2C(C(=C(OC21)C2=CC=CC=C2)C)=O (8-(2-Chloroethylthiomethyl)-3-methyl-4-oxo-2-phenyl-4H-1-benzopyran), O (water). Run in C(C)(=O)O (acetic acid). Conditions: time 4 hour. The product is ClCCS(=O)CC1=CC=CC=2C(C(=C(OC21)C2=CC=CC=C2)C)=O (8-(2-Chloroethylsulfinylmethyl)-3-methyl-4-oxo-2-phenyl-4H-1-benzopyran). RXN SMILES: [OH:1]O.[Cl:3][CH2:4][CH2:5][S:6][CH2:7][C:8]1[C:17]2[O:16][C:15]([C:18]3[CH:23]=[CH:22][CH:21]=[CH:20][CH:19]=3)=[C:14]([CH3:24])[C:13](=[O:25])[C:12]=2[CH:11]=[CH:10][CH:9]=1.O>C(O)(=O)C>[Cl:3][CH2:4][CH2:5][S:6]([CH2:7][C:8]1[C:17]2[O:16][C:15]([C:18]3[CH:23]=[CH:22][CH:21]=[CH:20][CH:19]=3)=[C:14]([CH3:24])[C:13](=[O:25])[C:12]=2[CH:11]=[CH:10][CH:9]=1)=[O:1]. Procedure details: 36 ml of aqueous 30% hydrogen peroxide was quickly added dropwise at 10° C. to a solution of 12 g of Intermediate XXI in 84 ml of glacial acetic acid. The reaction mixture was stirred for 4 hours at ambient temperature, and then poured into 220 ml of water. The title compound was collected by suction filtration, washed with water and desiccated. Yield 12.4 g, m.p. 142°-145° C. (methanol).